From a dataset of the Open Reaction Database (ORD), a public repository of structured organic reaction records. describe an organic reaction: reactants, conditions, products, and yield Starting materials: C(C1=CC=CC=C1)OC(=O)NNC(=O)C=1C=C(C(=O)OC)C=CC1 (methyl 3-[N′-benzyloxycarbonyl-hydrazinocarbonyl)-benzoate), [H][H] (hydrogen). The reagents and catalysts are [Pd] (palladium on charcoal). Run in CO (methanol). The product is N(N)C(=O)C=1C=C(C(=O)OC)C=CC1 (methyl 3-hydrazinocarbonyl-benzoate). RXN SMILES: C(OC([NH:11][NH:12][C:13]([C:15]1[CH:16]=[C:17]([CH:22]=[CH:23][CH:24]=1)[C:18]([O:20][CH3:21])=[O:19])=[O:14])=O)C1C=CC=CC=1.[H][H]>CO.[Pd]>[NH:12]([C:13]([C:15]1[CH:16]=[C:17]([CH:22]=[CH:23][CH:24]=1)[C:18]([O:20][CH3:21])=[O:19])=[O:14])[NH2:11]. Procedure: 14.6 g (44.5 mmol) methyl 3-[N′-benzyloxycarbonyl-hydrazinocarbonyl)-benzoate are dissolved in 75 mL methanol and hydrogenated in the presence of palladium on charcoal (10%) at ambient temperature and 3 bar hydrogen pressure. The catalyst is filtered off and the filtrate is freed from solvent. White solid.